Dataset: the Open Reaction Database (ORD), a public repository of structured organic reaction records. Task: describe an organic reaction: reactants, conditions, products, and yield Reactants: O1C=C(C=C1)C1=CC=NC=2N1N=CC2C(=O)O (7-(3-furyl)pyrazolo-[1,5-a]pyrimidine-3-carboxylic acid), B#B (diborane). Yields the product O1C=C(C=C1)C1=CC=NC=2N1N=CC2CO (7-(3-Furyl)pyrazolo[1,5-a]pyrimidine-3-methanol). As a reaction SMILES: [O:1]1[CH:5]=[CH:4][C:3]([C:6]2[N:11]3[N:12]=[CH:13][C:14]([C:15](O)=[O:16])=[C:10]3[N:9]=[CH:8][CH:7]=2)=[CH:2]1.B#B>>[O:1]1[CH:5]=[CH:4][C:3]([C:6]2[N:11]3[N:12]=[CH:13][C:14]([CH2:15][OH:16])=[C:10]3[N:9]=[CH:8][CH:7]=2)=[CH:2]1. Reported procedure: As described for Example 15 7-(3-furyl)pyrazolo-[1,5-a]pyrimidine-3-carboxylic acid is reduced with diborane to give the product of the example. Starting materials: COCCOC, CCOC(C)=O, CCOC(=O)C(Cc1cccc(C#CCO)c1)OC(C)C, BrP(Br)Br. Yields the product CCOC(=O)C(Cc1cccc(C#CCBr)c1)OC(C)C. RXN SMILES: [CH2:26]([CH2:27][O:28][CH3:29])[O:30][CH3:31].[CH3:32][CH2:33][O:34][C:35](=[O:36])[CH3:37].[OH:1][CH2:2][C:3]#[C:4][c:5]1[cH:6][c:7]([CH2:11][CH:12]([C:13](=[O:14])[O:15][CH2:16][CH3:17])[O:18][CH:19]([CH3:20])[CH3:21])[cH:8][cH:9][cH:10]1.[P:22]([Br:23])([Br:24])[Br:25]>>[CH2:2]([C:3]#[C:4][c:5]1[cH:6][c:7]([CH2:11][CH:12]([C:13](=[O:14])[O:15][CH2:16][CH3:17])[O:18][CH:19]([CH3:20])[CH3:21])[cH:8][cH:9][cH:10]1)[Br:23]. Product: COCCC1CN(C2=Nc3ccccc3Nc3sc(C(C)C)cc32)CCN1. As a reaction SMILES: [CH3:20][O:21][CH2:22][CH2:23][CH:24]1[NH:25][CH2:26][CH2:27][NH:28][CH2:29]1.[CH3:46][S:47]([CH3:48])=[O:49].[CH:2]([CH3:3])([CH3:4])[c:5]1[cH:6][c:7]2[c:13]([s:14]1)[NH:12][c:11]1[c:10]([cH:18][cH:17][cH:16][cH:15]1)[N:9]=[C:8]2[NH2:19].[CH:30]([N:31]([CH:32]([CH3:33])[CH3:34])[CH2:35][CH3:36])([CH3:37])[CH3:38].[ClH:1].[c:39]1([CH3:40])[cH:41][cH:42][cH:43][cH:44][cH:45]1>>[CH:2]([CH3:3])([CH3:4])[c:5]1[cH:6][c:7]2[c:13]([s:14]1)[NH:12][c:11]1[c:10]([cH:18][cH:17][cH:16][cH:15]1)[N:9]=[C:8]2[N:19]1[CH2:27][CH2:26][NH:25][CH:24]([CH2:23][CH2:22][O:21][CH3:20])[CH2:29]1. Starting materials: COCCC1CNCCN1, CS(C)=O, CC(C)c1cc2c(s1)Nc1ccccc1N=C2N, CCN(C(C)C)C(C)C, Cl, Cc1ccccc1. Starting materials: CCN=C=NCCCN(C)C, COc1cc(C(=O)O)cc(O)c1OC, ClCCl, Cl, O, On1nnc2ccccc21, OCCC1(c2ccccc2)CCNC1. The product is COc1cc(C(=O)N2CCC(CCO)(c3ccccc3)C2)cc(O)c1OC. RXN SMILES: [CH2:41]([N:42]=[C:43]=[N:44][CH2:45][CH2:46][CH2:47][N:48]([CH3:49])[CH3:50])[CH3:51].[CH3:15][O:16][c:17]1[cH:18][c:19]([C:20](=[O:21])[OH:22])[cH:23][c:24]([OH:28])[c:25]1[O:26][CH3:27].[Cl:52][CH2:53][Cl:54].[ClH:40].[OH2:29].[OH:30][n:31]1[c:32]2[cH:33][cH:34][cH:35][cH:36][c:37]2[n:38][n:39]1.[c:1]1([C:7]2([CH2:12][CH2:13][OH:14])[CH2:8][NH:9][CH2:10][CH2:11]2)[cH:2][cH:3][cH:4][cH:5][cH:6]1>>[c:1]1([C:7]2([CH2:12][CH2:13][OH:14])[CH2:8][N:9]([C:20]([c:19]3[cH:18][c:17]([O:16][CH3:15])[c:25]([O:26][CH3:27])[c:24]([OH:28])[cH:23]3)=[O:21])[CH2:10][CH2:11]2)[cH:2][cH:3][cH:4][cH:5][cH:6]1. The reactants are [N+](=O)(O)[O-] (nitric acid), OC1=CC(OC2=CC=CC=C12)=O (4-hydroxycoumarin). Run in C(Cl)(Cl)Cl (chloroform). Reaction conditions: time 2 hour. The product is OC1=C(C(OC2=CC=CC=C12)=O)[N+](=O)[O-] (4-Hydroxy-3-nitrocoumarin). As a reaction SMILES: [N+:1]([O-:4])(O)=[O:2].[OH:5][C:6]1[C:15]2[C:10](=[CH:11][CH:12]=[CH:13][CH:14]=2)[O:9][C:8](=[O:16])[CH:7]=1>C(Cl)(Cl)Cl>[OH:5][C:6]1[C:15]2[C:10](=[CH:11][CH:12]=[CH:13][CH:14]=2)[O:9][C:8](=[O:16])[C:7]=1[N+:1]([O-:4])=[O:2]. Procedure: Fuming nitric acid (30 ml) was added to a stirred suspension of 4-hydroxycoumarin (5.0g) in chloroform (500 ml) at room temperature over 2 hours. After a further 2 hours, the solvent was removed in vacuo at room temperature and water (250 ml) added to the residue. Filtration gave the product, m.p. 174°, -5°, (C9H5NO5 required C, 52.18; H, 2.43; N, 6.76. Found: C, 52.00; H, 2.38; N, 6.62). RXN SMILES: [Br:1][c:2]1[c:3]([O:24][CH2:25][c:26]2[c:27]([F:33])[cH:28][c:29]([F:32])[cH:30][cH:31]2)[n:4][c:5]([CH3:23])[n:6](-[c:9]2[cH:10][c:11]([C:12](=[O:13])[NH:14][CH:15]([CH2:16][OH:17])[CH3:18])[cH:19][cH:20][c:21]2[CH3:22])[c:7]1=[O:8].[NH2:34][CH2:35][CH2:36][OH:37]>>[Br:1][c:2]1[c:3]([O:24][CH2:25][c:26]2[c:27]([F:33])[cH:28][c:29]([F:32])[cH:30][cH:31]2)[n:4][c:5]([CH3:23])[n:6](-[c:9]2[cH:10][c:11]([C:12](=[O:13])[NH:14][CH2:15][CH2:16][OH:17])[cH:19][cH:20][c:21]2[CH3:22])[c:7]1=[O:8]. Starting materials: Cc1ccc(C(=O)NC(C)CO)cc1-n1c(C)nc(OCc2ccc(F)cc2F)c(Br)c1=O, NCCO. Yields the product Cc1ccc(C(=O)NCCO)cc1-n1c(C)nc(OCc2ccc(F)cc2F)c(Br)c1=O.